This data is from the Open Reaction Database (ORD), a public repository of structured organic reaction records. The task is: describe an organic reaction: reactants, conditions, products, and yield Reactants: Ixan-SGA resin, ClC=C(Cl)Cl (trichloroethylene), C(CCC)OC(C)=O (butylacetate). Conditions: time 48 hour. Product: C(CCC)OC(C=1C(C(=O)OCCCC)=CC=CC1)=O (Dibutylphthalate). As a reaction SMILES: Cl[CH:2]=[C:3](Cl)Cl.[CH2:6]([O:10][C:11](=[O:13])[CH3:12])[CH2:7][CH2:8][CH3:9]>>[CH2:6]([O:10][C:11](=[O:13])[C:12]1[C:12](=[CH:3][CH:2]=[CH:2][CH:3]=1)[C:11]([O:10][CH2:6][CH2:7][CH2:8][CH3:9])=[O:13])[CH2:7][CH2:8][CH3:9]. Procedure: The procedure for preparing the solution is as follows. Carefully crush the 9.7 grams of Ixan-SGA resin with a mortar and pestle to yield a fine powder. Then, gradually add the Ixan powder to the 30 grams butylacetate while constantly stirring the solution to prevent clusters from forming. Complete dissolution is reached only after approximately 48 hours. After complete dissolution, add the 57.9 grams of trichloroethylene and stir the resulting solution constantly for another 24 hours to yield a... The reactants are N1(CCNCC1)C1=CC=C(C=C1)NC(=O)C=1OC2=C(C=C(C=C2C(C1)=O)OC)N1CCN(CC1)C (6-Methoxy-8-(4-methyl-piperazin-1-yl)-4-oxo-4H-chromene-2-carboxylic acid (4-piperazin-1-yl-phenyl)-amide), C(CC)(=O)Cl (propionyl chloride). The product is C(CC)(=O)N1CCN(CC1)C1=CC=C(C=C1)NC(=O)C=1OC2=C(C=C(C=C2C(C1)=O)OC)N1CCN(CC1)C (6-Methoxy-8-(4-methyl-piperazin-1-yl)-4-oxo-4H-chromene-2-carboxylic acid [4-(4-propionyl-piperazin-1-yl)-phenyl]-amide). RXN SMILES: [N:1]1([C:7]2[CH:12]=[CH:11][C:10]([NH:13][C:14]([C:16]3[O:17][C:18]4[C:23]([C:24](=[O:26])[CH:25]=3)=[CH:22][C:21]([O:27][CH3:28])=[CH:20][C:19]=4[N:29]3[CH2:34][CH2:33][N:32]([CH3:35])[CH2:31][CH2:30]3)=[O:15])=[CH:9][CH:8]=2)[CH2:6][CH2:5][NH:4][CH2:3][CH2:2]1.[C:36](Cl)(=[O:39])[CH2:37][CH3:38]>>[C:36]([N:4]1[CH2:5][CH2:6][N:1]([C:7]2[CH:8]=[CH:9][C:10]([NH:13][C:14]([C:16]3[O:17][C:18]4[C:23]([C:24](=[O:26])[CH:25]=3)=[CH:22][C:21]([O:27][CH3:28])=[CH:20][C:19]=4[N:29]3[CH2:30][CH2:31][N:32]([CH3:35])[CH2:33][CH2:34]3)=[O:15])=[CH:11][CH:12]=2)[CH2:2][CH2:3]1)(=[O:39])[CH2:37][CH3:38]. Reported procedure: This compound was prepared from 6-methoxy-8-(4-methyl-piperazin-1-yl)-4-oxo-4H-chromene-2-carboxylic acid (4-piperazin-1-yl-phenyl)-amide (Example 43) and commercially available propionyl chloride (Aldrich) via the parallel synthesis described above. MS−base peak at m/z=534 by positive ion CI The reactants are C1(CC1)C1=NN=C2C=3C=C(C(=NC3C=CN21)C2=CC=C(C=C2)C2(CCC2)NC(OC(C)(C)C)=O)C2=CC=CC=C2 (tert-butyl {1-[4-(3-cyclopropyl-9-phenyl[1,2,4]triazolo[3,4-f]-1,6-naphthyridin-8-yl)phenyl]cyclobutyl}carbamate), solution, Cl (HCl), CCOC(=O)C (EtOAc). Solvent: CO (MeOH), C(Cl)Cl (DCM). Product: Cl.C1(CC1)C1=NN=C2C=3C=C(C(=NC3C=CN21)C2=CC=C(C=C2)C2(CCC2)N)C2=CC=CC=C2 (1-[4-(3-cyclopropyl-9-phenyl[1,2,4]triazolo[3,4-f]-1,6-naphthyridin-8-yl)phenyl]cyclobutanamine hydrochloride). Reaction SMILES: [CH:1]1([C:4]2[N:16]3[C:7]([C:8]4[CH:9]=[C:10]([C:35]5[CH:40]=[CH:39][CH:38]=[CH:37][CH:36]=5)[C:11]([C:17]5[CH:22]=[CH:21][C:20]([C:23]6([NH:27]C(=O)OC(C)(C)C)[CH2:26][CH2:25][CH2:24]6)=[CH:19][CH:18]=5)=[N:12][C:13]=4[CH:14]=[CH:15]3)=[N:6][N:5]=2)[CH2:3][CH2:2]1.[ClH:41].CCOC(C)=O>CO.C(Cl)Cl>[ClH:41].[CH:1]1([C:4]2[N:16]3[C:7]([C:8]4[CH:9]=[C:10]([C:35]5[CH:36]=[CH:37][CH:38]=[CH:39][CH:40]=5)[C:11]([C:17]5[CH:22]=[CH:21][C:20]([C:23]6([NH2:27])[CH2:24][CH2:25][CH2:26]6)=[CH:19][CH:18]=5)=[N:12][C:13]=4[CH:14]=[CH:15]3)=[N:6][N:5]=2)[CH2:2][CH2:3]1 |f:5.6|. Procedure: To a solution of tert-butyl {1-[4-(3-cyclopropyl-9-phenyl[1,2,4]triazolo[3,4-f]-1,6-naphthyridin-8-yl)phenyl]cyclobutyl}carbamate (MJK-9) (899.4 mg, 18.26 mmol) in MeOH (5 mL) and DCM (15 mL) was added a 4N solution of HCl in EtOAc (4.23 mL, 16.92 mmol). The sealed reaction mixture was permitted to stir at room temperature. After 18 hours the reaction mixture was filtered to give 1-[4-(3-methyl-9-phenyl[1,2,4]triazolo[3,4-f]-1,6-naphthyridin-8-yl)phenyl]cyclobutanamine hydrochloride (1-23) as a ... Reactants: CN(C(C(=O)NC1=CC=C(C(=N1)C#CC1=CC2=CC=CC=C2C=C1)B(O)O)C)C(=O)OC(C)(C)C ([6-[2-[methyl-[(2-methylpropan-2-yl)oxycarbonyl]amino]propanoylamino]-2-(2-naphthalen-2-ylethynyl)pyridin-3-yl]boronic acid), BrC=1C(=NC=NC1C)C (5-bromo-4,6-dimethylpyrimidine), C(=O)([O-])[O-].[Na+].[Na+] (Na2CO3), O1CCOCC1 (dioxane). Reagents/catalysts: Cl[Pd]([P](C1=CC=CC=C1)(C2=CC=CC=C2)C3=CC=CC=C3)([P](C4=CC=CC=C4)(C5=CC=CC=C5)C6=CC=CC=C6)Cl (Dichlorobis(triphenylphosphine)-palladium(II)). The solvent is O (water), CO (MeOH). Conditions: temperature 80 celsius, time 2 hour. Product: C(C)(C)(C)OC(N(C)C(C(=O)NC1=NC(=C(C=C1)C=1C(=NC=NC1C)C)C#CC1=CC2=CC=CC=C2C=C1)C)=O (tert-butyl-N-[1-[[5-(4,6-dimethylpyrimidin-5-yl)-6-(2-naphthalen-2-ylethynyl)pyridin-2-yl]amino]-1-oxopropan-2-yl]-N-methylcarbamate). As a reaction SMILES: [CH3:1][N:2]([C:29]([O:31][C:32]([CH3:35])([CH3:34])[CH3:33])=[O:30])[CH:3]([CH3:28])[C:4]([NH:6][C:7]1[N:12]=[C:11]([C:13]#[C:14][C:15]2[CH:24]=[CH:23][C:22]3[C:17](=[CH:18][CH:19]=[CH:20][CH:21]=3)[CH:16]=2)[C:10](B(O)O)=[CH:9][CH:8]=1)=[O:5].Br[C:37]1[C:38]([CH3:44])=[N:39][CH:40]=[N:41][C:42]=1[CH3:43].C([O-])([O-])=O.[Na+].[Na+].O1CCOCC1>Cl[Pd](Cl)([P](C1C=CC=CC=1)(C1C=CC=CC=1)C1C=CC=CC=1)[P](C1C=CC=CC=1)(C1C=CC=CC=1)C1C=CC=CC=1.O.CO>[C:32]([O:31][C:29](=[O:30])[N:2]([CH:3]([CH3:28])[C:4]([NH:6][C:7]1[CH:8]=[CH:9][C:10]([C:37]2[C:38]([CH3:44])=[N:39][CH:40]=[N:41][C:42]=2[CH3:43])=[C:11]([C:13]#[C:14][C:15]2[CH:24]=[CH:23][C:22]3[C:17](=[CH:18][CH:19]=[CH:20][CH:21]=3)[CH:16]=2)[N:12]=1)=[O:5])[CH3:1])([CH3:35])([CH3:34])[CH3:33] |f:2.3.4,^1:59,78|. Reported procedure: A mixture of [6-[2-[methyl-[(2-methylpropan-2-yl)oxycarbonyl]amino]propanoylamino]-2-(2-naphthalen-2-ylethynyl)pyridin-3-yl]boronic acid D2b (50 mg, 0.11 mmol), 5-bromo-4,6-dimethylpyrimidine (26 mg, 0.14 mmol), Dichlorobis(triphenylphosphine)-palladium(II) (8 mg, 0.01 mmol), Na2CO3 (34 mg, 0.32 mmol), dioxane (0.9 ml), MeOH (0.3 ml) and water (0.1 ml) is stirred under argon atmosphere for 2 h at 80° C. The mixture is concentrated in vacuo and the product purified by RP HPLC. Yield: 12 mg (21%).... Reactants: C(CC(=O)C)(=O)OCC (ethyl acetoacetate), [H-].[Na+] (sodium hydride), Cl.FC1=C(C(=O)Cl)C=CC(=C1)NCCCCCCCCCCCCCCCC (2-fluoro-4-(hexadecylamino)benzoyl chloride hydrochloride). Solvent: COCCOC (1,2-dimethoxyethane), COCCOC (1,2-dimethoxyethane), COCCOC (1,2-dimethoxyethane). Yields the product FC1=C(C(=O)C(C(=O)OCC)C(=O)C)C=CC(=C1)NCCCCCCCCCCCCCCCC (ethyl 2-[2-fluoro-4-(hexadecylamino)benzoyl]-acetoacetate). As a reaction SMILES: [C:1]([O:7][CH2:8][CH3:9])(=[O:6])[CH2:2][C:3]([CH3:5])=[O:4].[H-].[Na+].Cl.[F:13][C:14]1[CH:22]=[C:21]([NH:23][CH2:24][CH2:25][CH2:26][CH2:27][CH2:28][CH2:29][CH2:30][CH2:31][CH2:32][CH2:33][CH2:34][CH2:35][CH2:36][CH2:37][CH2:38][CH3:39])[CH:20]=[CH:19][C:15]=1[C:16](Cl)=[O:17]>COCCOC>[F:13][C:14]1[CH:22]=[C:21]([NH:23][CH2:24][CH2:25][CH2:26][CH2:27][CH2:28][CH2:29][CH2:30][CH2:31][CH2:32][CH2:33][CH2:34][CH2:35][CH2:36][CH2:37][CH2:38][CH3:39])[CH:20]=[CH:19][C:15]=1[C:16]([CH:2]([C:3]([CH3:5])=[O:4])[C:1]([O:7][CH2:8][CH3:9])=[O:6])=[O:17] |f:1.2,3.4|. Procedure: A solution of 21.6 g. of ethyl acetoacetate and 10 ml. of 1,2-dimethoxyethane is added to a suspension of 4.0 g. of sodium hydride in 1,2-dimethoxyethane under argon. A solution of 17.3 g. of 2-fluoro-4-(hexadecylamino)benzoyl chloride hydrochloride in 1,2-dimethoxyethane is then added. The reaction mixture is refluxed for 5 hours, cooled, poured on ice and extracted with ether. The ether solution is washed with water and saturated sodium chloride solution, dried over anhydrous sodium sulfate an... The reactants are C(C)N1C(CC(C2=CC(=C(C=C12)C=1C=C(C=O)C=CC1OCC(F)(F)F)C)(C)C)=O (3-(1-Ethyl-4,4,6-trimethyl-2-oxo-1,2,3,4-tetrahydro-quinolin-7-yl)-4-(2,2,2-trifluoro-ethoxy)-benzaldehyde), C(CCC)[Li] (n-butyllithium), hexanes. Reagents/catalysts: [Br-].C[P+](C1=CC=CC=C1)(C1=CC=CC=C1)C1=CC=CC=C1 (methyltriphenylphosphonium bromide). Run in C1CCOC1 (THF), C1CCOC1 (THF). Conditions: temperature -10 celsius, time 30 minute. Yields the product C(C)N1C(CC(C2=CC(=C(C=C12)C1=C(C=CC(=C1)C=C)OCC(F)(F)F)C)(C)C)=O (1-ethyl-4,4,6-trimethyl-7-[2-(2,2,2-trifluoro-ethoxy)-5-vinyl-phenyl]-3,4-dihydro-1H-quinolin-2-one). The yield is 94.0%. As a reaction SMILES: [CH2:1]([Li])CCC.[CH2:6]([N:8]1[C:17]2[C:12](=[CH:13][C:14]([CH3:32])=[C:15]([C:18]3[CH:19]=[C:20]([CH:23]=[CH:24][C:25]=3[O:26][CH2:27][C:28]([F:31])([F:30])[F:29])[CH:21]=O)[CH:16]=2)[C:11]([CH3:34])([CH3:33])[CH2:10][C:9]1=[O:35])[CH3:7]>[Br-].C[P+](C1C=CC=CC=1)(C1C=CC=CC=1)C1C=CC=CC=1.C1COCC1>[CH2:6]([N:8]1[C:17]2[C:12](=[CH:13][C:14]([CH3:32])=[C:15]([C:18]3[CH:19]=[C:20]([CH:21]=[CH2:1])[CH:23]=[CH:24][C:25]=3[O:26][CH2:27][C:28]([F:30])([F:31])[F:29])[CH:16]=2)[C:11]([CH3:34])([CH3:33])[CH2:10][C:9]1=[O:35])[CH3:7] |f:2.3|. Procedure: In accordance with Scheme 16, to a suspension of methyltriphenylphosphonium bromide (3.27 mmol, 1.17 g) in 7.5 mL THF was added a solution of n-butyllithium in hexanes (1.6 M, 3.27 mmol, 2.04 mL) at −40° C. The reaction was warmed to −10° C. and stirred for 30 min. The reaction mixture was cooled to −60° C. and then Compound 1D (0.14 mmol, 0.06 g), in 7.5 mL THF, was added dropwise. The yellow suspension was allowed to stir at r.t. overnight and then quenched by adding 1 mL H2O. It was extracted... Starting materials: IC1=C(C=NC=C1)NCCS(=O)(=O)C ((4-iodo-pyridin-3-yl)-(2-methanesulfonyl-ethyl)-amine), FC1=CC(=C(C=C1F)B(O)O)OC (4,5-difluoro-2-methoxyphenylboronic acid). Run in C(Cl)Cl.CO (CH2Cl2 methanol). Product: FC1=CC(=C(C=C1F)C1=C(C=NC=C1)NCCS(=O)(=O)C)OC ([4-(4,5-Difluoro-2-methoxy-phenyl)-pyridin-3-yl]-(2-methanesulfonyl-ethyl)-amine). As a reaction SMILES: I[C:2]1[CH:7]=[CH:6][N:5]=[CH:4][C:3]=1[NH:8][CH2:9][CH2:10][S:11]([CH3:14])(=[O:13])=[O:12].[F:15][C:16]1[C:21]([F:22])=[CH:20][C:19](B(O)O)=[C:18]([O:26][CH3:27])[CH:17]=1>C(Cl)Cl.CO>[F:15][C:16]1[C:21]([F:22])=[CH:20][C:19]([C:2]2[CH:7]=[CH:6][N:5]=[CH:4][C:3]=2[NH:8][CH2:9][CH2:10][S:11]([CH3:14])(=[O:13])=[O:12])=[C:18]([O:26][CH3:27])[CH:17]=1 |f:2.3|. Reported procedure: The title compound was prepared in analogy to example 72, from (4-iodo-pyridin-3-yl)-(2-methanesulfonyl-ethyl)-amine and 4,5-difluoro-2-methoxyphenylboronic acid (CAS RN 870777-32-5) and using a gradient of CH2Cl2:methanol (100:0 to 85:15) for the chromatographic purification. Light brown foam (76%). MS (ESI): m/z=343.09 [M+H]+. The product is C1(CCCCC1)NC(=O)C1=C(N(C(=C1)C1=C(C=CC(=C1)C(F)(F)F)Cl)C[C@@H]1OCCC1)COC (5-(2-Chloro-5-trifluoromethyl-phenyl)-2-methoxymethyl-1-[(R)-1-(tetrahydro-furan-2-yl)methyl]-1H-pyrrole-3-carboxylic acid cyclohexylamide). Procedure details: The title compound was synthesized in analogy to example 7, using 4-methoxy-3-oxo-butanoic acid methyl ester as compound of formula R, 2-bromo-1-[2-chloro-5-(trifluoromethyl)phenyl]-ethanone as compound of formula S, (R)-tetrahydro-furfurylamine as R3—(CH2)m—NH2 and cyclohexylamine as R1R2NH, MS (ISP) 499.4 (M+H)+. Reactants: COC(CC(COC)=O)=O (4-methoxy-3-oxo-butanoic acid methyl ester), R3—(CH2)m—NH2, C1(CCCCC1)N (cyclohexylamine), BrCC(=O)C1=C(C=CC(=C1)C(F)(F)F)Cl (2-bromo-1-[2-chloro-5-(trifluoromethyl)phenyl]-ethanone), C([C@H]1CCCO1)N ((R)-tetrahydro-furfurylamine). RXN SMILES: CO[C:3](=[O:10])[CH2:4][C:5](=O)[CH2:6][O:7][CH3:8].Br[CH2:12][C:13]([C:15]1[CH:20]=[C:19]([C:21]([F:24])([F:23])[F:22])[CH:18]=[CH:17][C:16]=1[Cl:25])=O.[CH2:26]([NH2:32])[C@@H:27]1[O:31][CH2:30][CH2:29][CH2:28]1.[CH:33]1([NH2:39])[CH2:38][CH2:37][CH2:36][CH2:35][CH2:34]1>>[CH:33]1([NH:39][C:3]([C:4]2[CH:12]=[C:13]([C:15]3[CH:20]=[C:19]([C:21]([F:24])([F:23])[F:22])[CH:18]=[CH:17][C:16]=3[Cl:25])[N:32]([CH2:26][C@H:27]3[CH2:28][CH2:29][CH2:30][O:31]3)[C:5]=2[CH2:6][O:7][CH3:8])=[O:10])[CH2:38][CH2:37][CH2:36][CH2:35][CH2:34]1.